This data is from the Open Reaction Database (ORD), a public repository of structured organic reaction records. The task is: describe an organic reaction: reactants, conditions, products, and yield Starting materials: C(C1=CC=CC=C1)N1CC=CC1 (1-benzyl-3-pyrroline), S(O)(O)(=O)=O (sulfuric acid), O (water), (NH4)2S2O8. Run in CC(=O)C (acetone). Product: C(C1=CC=CC=C1)N1CC2C(C1)O2 (1-benzyl-3,4-epoxypyrrolidine). Isolated yield 28.0%. RXN SMILES: [CH2:1]([N:8]1[CH2:12][CH:11]=[CH:10][CH2:9]1)[C:2]1[CH:7]=[CH:6][CH:5]=[CH:4][CH:3]=1.S(=O)(=O)(O)[OH:14].O>CC(C)=O>[CH2:1]([N:8]1[CH2:12][CH:11]2[O:14][CH:10]2[CH2:9]1)[C:2]1[CH:7]=[CH:6][CH:5]=[CH:4][CH:3]=1. Reported procedure: To a solution of 15.9 g (0.1 mol) of 1-benzyl-3-pyrroline, 12.0 g (0.12 mol) of 98% sulfuric acid, 15.0 g of water, and 60.0 g of acetone in a Pyrex round flask reactor, 45.6 g (0.20 mol) of (NH4)2S2O8 (ammonium peroxydisulfate produced by Mitsubishi Gas Chemical Industry Co., Ltd.) was added with stirring and allowed to react for 10 hours at room temperature with irradiation by 500 W Xe lamps (UXL-500D xenon lamp produced by Ushio). After completion, acetone was evaporated under reduced pressur...